The task is: describe an organic reaction: reactants, conditions, products, and yield. This data is from the Open Reaction Database (ORD), a public repository of structured organic reaction records. Starting materials: CCOC(=O)C (EtOAc), IC=1C=CC=C2C=CC(=CC12)O (8-Iodo-2-naphthol), C([O-])([O-])=O.[Cs+].[Cs+] (cesium carbonate), C(C1=CC=CC=C1)Br (benzyl bromide). Run in O (water), CN(C)C=O (DMF). Conditions: time 8 hour. Yields the product C(C1=CC=CC=C1)OC1=CC2=C(C=CC=C2C=C1)I (2-Benzyloxy-8-iodonaphthalene). As a reaction SMILES: [I:1][C:2]1[CH:3]=[CH:4][CH:5]=[C:6]2[C:11]=1[CH:10]=[C:9]([OH:12])[CH:8]=[CH:7]2.C(=O)([O-])[O-].[Cs+].[Cs+].[CH2:19](Br)[C:20]1[CH:25]=[CH:24][CH:23]=[CH:22][CH:21]=1.CCOC(C)=O>CN(C=O)C.O>[CH2:19]([O:12][C:9]1[CH:8]=[CH:7][C:6]2[C:11](=[C:2]([I:1])[CH:3]=[CH:4][CH:5]=2)[CH:10]=1)[C:20]1[CH:25]=[CH:24][CH:23]=[CH:22][CH:21]=1 |f:1.2.3|. Procedure details: To a solution of the product from Step A (1.18 g, 4.37 mmol) in 20 mL of DMF was added cesium carbonate (2.48 g, 8.74 mmol) and benzyl bromide (0.52 mL, 4.37 mmol). After stirring overnight at room temperature, the reaction was poured into EtOAc and water, washed with 5% NaOH solution, water, 10% NaHSO3 solution and brine, dried over MgSO4, filtered, and concentrated in vacuo. The residue was purified by flash column chromatography on silica gel (5% EtOAc/hexane) to yield the desired product as ... Reactants: ClC=1C(=C(C(=C(C1)C1=C(C=CC=C1)C(F)(F)F)C)[N+](=O)[O-])NC(C)=O (N-(5-chloro-2-methyl-3-nitro-2′-trifluoromethyl-biphenyl-4-yl)-acetamide), O1N=C(CC12CCCCC2)C(=O)O (1-oxa-2-aza-spiro[4.5]dec-2-ene-3-carboxylic acid). Product: Cl.ClC1=CC(=C(C2=C1NC(=N2)C2=NOC1(C2)CCCCC1)C)C1=C(C=CC=C1)C(F)(F)F (3-[7-Chloro-4-methyl-5-(2-trifluoromethylphenyl)-1H-benzimidazol-2-yl]-1-oxa-2-aza-spiro[4.5]dec-2-ene hydrochloride). Reaction SMILES: [Cl:1][C:2]1[C:3]([NH:22][C:23](=O)[CH3:24])=[C:4]([N+:19]([O-])=O)[C:5]([CH3:18])=[C:6]([C:8]2[CH:13]=[CH:12][CH:11]=[CH:10][C:9]=2[C:14]([F:17])([F:16])[F:15])[CH:7]=1.[O:26]1[C:30]2([CH2:35][CH2:34][CH2:33][CH2:32][CH2:31]2)[CH2:29]C(C(O)=O)=[N:27]1>>[ClH:1].[Cl:1][C:2]1[C:3]2[NH:22][C:23]([C:24]3[CH2:29][C:30]4([CH2:35][CH2:34][CH2:33][CH2:32][CH2:31]4)[O:26][N:27]=3)=[N:19][C:4]=2[C:5]([CH3:18])=[C:6]([C:8]2[CH:13]=[CH:12][CH:11]=[CH:10][C:9]=2[C:14]([F:17])([F:15])[F:16])[CH:7]=1 |f:2.3|. Reported procedure: The title compound was prepared from N-(5-chloro-2-methyl-3-nitro-2′-trifluoromethyl-biphenyl-4-yl)-acetamide (as prepared in the previous step) and 1-oxa-2-aza-spiro[4.5]dec-2-ene-3-carboxylic acid (as prepared in Example 1, step B) according to the procedures described in Example 1, steps E through H. 1H-NMR (400 MHz, d6-DMSO) δ: 7.87 (d, J=7.6 Hz, 1H), 7.75 (t, J=7.3 Hz, 1H), 7.66 (t, J=7.7 Hz, 1H), 7.40 (d, J=7.3 Hz, 1H), 7.07 (s, 1H), 3.34 (s, 2H), 2.16 (s, 3H), 1.62-1.83 (m, 6H), 1.31-1.61... The reactants are FC(C(=O)C1=CC(=CC=C1)C(F)(F)F)(C)F (2,2-difluoro-1-[3-(trifluoromethyl)phenyl]propan-1-one), [Cl-].[NH4+] (ammonium chloride), [H-].[Al+3].[Li+].[H-].[H-].[H-] (lithium aluminium hydride), Cl (hydrochloric acid), O.[Cl-].COC1=NC(=NC(=N1)OC)[N+]1(CCOCC1)C (4-(4,6-dimethoxy[1.3.5]triazin-2-yl)-4-methylmorpholinium chloride hydrate), Cl.NO (hydroxylamine hydrochloride), C(C)(=O)[O-].[Na+] (sodium acetate), ClC=1C=C(C=CC1C(NC1CC1)=O)/C=C/C(=O)O ((2E)-3-[3-chloro-4-(cyclopropylcarbamoyl)phenyl]acrylic acid). The solvent is [OH-].[Na+] (sodium hydroxide), O (water), C(C)O (ethanol). Reaction conditions: temperature 75 celsius, time 21 hour. The product is ClC1=C(C(=O)NC2CC2)C=CC(=C1)\C=C\C(=O)NC(C(C)(F)F)C1=CC(=CC=C1)C(F)(F)F (2-Chloro-N-cyclopropyl-4-[(1E)-3-({2,2-difluoro-1-[3-(trifluoromethyl)phenyl]propyl}amino)-3-oxoprop-1-en-1-yl]benzamide). RXN SMILES: [F:1][C:2]([F:16])([CH3:15])[C:3]([C:5]1[CH:10]=[CH:9][CH:8]=[C:7]([C:11]([F:14])([F:13])[F:12])[CH:6]=1)=O.Cl.NO.C([O-])(=O)C.[Na+].[H-].[Al+3].[Li+].[H-].[H-].[H-].[Cl-].[NH4+].[Cl:33][C:34]1[CH:35]=[C:36](/[CH:46]=[CH:47]/[C:48]([OH:50])=O)[CH:37]=[CH:38][C:39]=1[C:40](=[O:45])[NH:41][CH:42]1[CH2:44][CH2:43]1.O.[Cl-].COC1N=C(OC)N=C([N+]2(C)CCOCC2)[N:56]=1.Cl>C(O)C.[OH-].[Na+].O>[Cl:33][C:34]1[CH:35]=[C:36](/[CH:46]=[CH:47]/[C:48]([NH:56][CH:3]([C:5]2[CH:10]=[CH:9][CH:8]=[C:7]([C:11]([F:14])([F:13])[F:12])[CH:6]=2)[C:2]([F:16])([F:1])[CH3:15])=[O:50])[CH:37]=[CH:38][C:39]=1[C:40]([NH:41][CH:42]1[CH2:44][CH2:43]1)=[O:45] |f:1.2,3.4,5.6.7.8.9.10,11.12,14.15.16,19.20|. Procedure details: A solution of 2,2-difluoro-1-[3-(trifluoromethyl)phenyl]propan-1-one (1.19 g, 4.99 mmol) in ethanol (15 ml) was admixed with water (1.5 ml), hydroxylamine hydrochloride (695 mg, 10.0 mmol) and sodium acetate (922 mg, 11.2 mmol) and stirred at 75° C. for 21 h. The mixture, having been cooled to room temperature, was concentrated under reduced pressure, taken up in hydrochloric acid (1M) and extracted with ethyl acetate. The combined organic phases were dried over sodium sulphate and concentrated ... Reactants: C(C)(C)(C)OC(=O)N(CCC1=NC(=NN1C)C=1C=NC=CC1)C(=O)OC(C)(C)C (5-[2-Bis(tert-butoxycarbonyl)aminoethyl]-1-methyl-3-pyridin-3-yl-[1,2,4]triazole), Cl (hydrochloric acid). Run at time 1 hour. The product is Cl.Cl.CN1N=C(N=C1CCN)C=1C=NC=CC1 (2-(1-Methyl-3-(pyridin-3-yl)-1H-1,2,4-triazol-5-yl)ethanamine dihydrochloride). Yield: 103.6%. As a reaction SMILES: C(OC([N:8](C(OC(C)(C)C)=O)[CH2:9][CH2:10][C:11]1[N:15]([CH3:16])[N:14]=[C:13]([C:17]2[CH:18]=[N:19][CH:20]=[CH:21][CH:22]=2)[N:12]=1)=O)(C)(C)C.[ClH:30]>>[ClH:30].[ClH:30].[CH3:16][N:15]1[C:11]([CH2:10][CH2:9][NH2:8])=[N:12][C:13]([C:17]2[CH:18]=[N:19][CH:20]=[CH:21][CH:22]=2)=[N:14]1 |f:2.3.4|. Procedure: 5-[2-Bis(tert-butoxycarbonyl)aminoethyl]-1-methyl-3-pyridin-3-yl-[1,2,4]triazole (133 mg, 330 μmol) was suspended in hydrochloric acid (4M solution in dioxane, 2 mL, 8.00 mmol) and the mixture was stirred at r. t. for 1 h. The reaction mixture was evaporated and dried to give the product as colorless solid (118 mg, 342 μmol, 104%) which was used without any further purification for the next step. MS: M=204.2 (M+H)+ The reactants are CCOC(=O)C1C(=O)C(=O)c2cc(F)c(F)c(OC)c2N1C1CC1, F[B-](F)(F)F, [H+], [Na+], [OH-], O. Product: COc1c(F)c(F)cc2c1N(C1CC1)C(C(=O)O)C(=O)C2=O. RXN SMILES: [CH2:1]([CH3:2])[O:3][C:4](=[O:5])[CH:6]1[N:7]([CH:22]2[CH2:23][CH2:24]2)[c:8]2[c:9]([O:20][CH3:21])[c:10]([F:19])[c:11]([F:18])[cH:12][c:13]2[C:14](=[O:17])[C:15]1=[O:16].[F:25][B-:26]([F:27])([F:28])[F:29].[H+:30].[Na+:32].[OH-:31].[OH2:33]>>[O:3]=[C:4]([OH:5])[CH:6]1[N:7]([CH:22]2[CH2:23][CH2:24]2)[c:8]2[c:9]([O:20][CH3:21])[c:10]([F:19])[c:11]([F:18])[cH:12][c:13]2[C:14](=[O:17])[C:15]1=[O:16]. Run in C1(=CC=CC=C1)C (toluene). Yields the product [N+]1(=C2C(=NO1)C=CC=C2)[O-] (benzofurazan-1-oxide). Procedure details: 18.4 kg (133 moles) of 2-nitroaniline and 0.42 kg (1.3 moles) of tetrabutylammonium bromide are dissolved in 70 kg of toluene. After the addition of 25.3 kg (226 moles) of 50% aqueous potassium hydroxide solution, there is added at 15° to 20° C., during one hour, 110 kg (185 moles) of an aqueous sodium hypochlorite solution. After the addition has been completed, the reaction mixture is allowed to react at 15° to 20° C. for 3 hours, and the aqueous phase is then separated. There is obtained in t... As a reaction SMILES: [N+:1]([C:4]1[CH:10]=[CH:9][CH:8]=[CH:7][C:5]=1[NH2:6])([O-:3])=[O:2].[OH-].[K+].Cl[O-].[Na+]>[Br-].C([N+](CCCC)(CCCC)CCCC)CCC.C1(C)C=CC=CC=1>[N+:1]1([O-:3])[O:2][N:6]=[C:5]2[CH:7]=[CH:8][CH:9]=[CH:10][C:4]=12 |f:1.2,3.4,5.6|. Starting materials: [N+](=O)([O-])C1=C(N)C=CC=C1 (2-nitroaniline), Cl[O-].[Na+] (sodium hypochlorite), [OH-].[K+] (potassium hydroxide). The reagents and catalysts are [Br-].C(CCC)[N+](CCCC)(CCCC)CCCC (tetrabutylammonium bromide). The reactants are C(C)C(C(=O)OCC)C(=O)OCC (diethyl ethylmalonate), BrC(Cl)(Cl)Cl (bromotrichloromethane). Reagents/catalysts: O.O.O.[F-].C(CCC)[N+](CCCC)(CCCC)CCCC (tetra-n-butylammonium fluoride trihydrate), C([O-])([O-])=O.[K+].[K+] (potassium carbonate). Product: BrC(C(=O)OCC)(C(=O)OCC)CC (diethyl α-bromo-α-ethylmalonate). Isolated yield 93.6%. RXN SMILES: [CH2:1]([CH:3]([C:9]([O:11][CH2:12][CH3:13])=[O:10])[C:4]([O:6][CH2:7][CH3:8])=[O:5])[CH3:2].[Br:14]C(Cl)(Cl)Cl>O.O.O.[F-].C([N+](CCCC)(CCCC)CCCC)CCC.C(=O)([O-])[O-].[K+].[K+]>[Br:14][C:3]([CH2:1][CH3:2])([C:9]([O:11][CH2:12][CH3:13])=[O:10])[C:4]([O:6][CH2:7][CH3:8])=[O:5] |f:2.3.4.5.6,7.8.9|. Procedure details: In a 10 mL round-bottom flask, 1.88 g of diethyl ethylmalonate (10 mmol), 2.18 g of bromotrichloromethane (11 mmol), 79 mg of tetra-n-butylammonium fluoride trihydrate (0.25 mmol), and 69 mg of potassium carbonate (0.5 mmol) were stirred at 24° C. for 1 h. An exothermic reaction caused the temperature of the mixture to rise to 40° C. After filtration of the solids, the solution was found to contain 2.5 g (95% yield) of diethyl α-bromo-α-ethylmalonate. The reactants are Cl (Hydrochloric acid), (-)-cyanoethyl ester, ClC1=C(C=CC=C1)C1C(=C(NC(=C1C(NC1=NC=CC=C1)=O)C)C1=CC=C(C=C1)N1N=C(N=C1C)C)C(=O)OCC (4-(2-Chlorophenyl)-1,4-dihydro-2-[4-(3,5-dimethyl-1,2,4-triazol-1-yl)phenyl]-3-ethoxycarbonyl-6-methyl-5-[N-(2-pyridyl)carbamoyl]pyridine), [OH-].[Na+] (sodium hydroxide). Solvent: O1CCOCC1 (dioxane). Product: ClC1=C(C=CC=C1)C1C(=C(NC(=C1C(=O)O)C)C1=CC=C(C=C1)N1C(=NC=2C=NC=CC21)C)C(=O)OCC ((-)-4-(2-Chlorophenyl)-1,4-dihydro-3-ethoxycarbonyl-6-methyl-2-[4-(2-methylimidazo[4,5-c]pyrid-1-yl)phenyl]pyridine-5-carboxylic acid). Yield: 81.0%. Reaction SMILES: [Cl:1][C:2]1[CH:7]=[CH:6][CH:5]=[CH:4][C:3]=1[CH:8]1[C:13]([C:14](=[O:22])NC2C=CC=CN=2)=[C:12]([CH3:23])[NH:11][C:10]([C:24]2[CH:29]=[CH:28][C:27]([N:30]3[C:34]([CH3:35])=[N:33]C(C)=N3)=[CH:26][CH:25]=2)=[C:9]1[C:37]([O:39][CH2:40][CH3:41])=[O:38].[OH-:42].[Na+].Cl>O1CCOCC1>[Cl:1][C:2]1[CH:7]=[CH:6][CH:5]=[CH:4][C:3]=1[CH:8]1[C:13]([C:14]([OH:22])=[O:42])=[C:12]([CH3:23])[NH:11][C:10]([C:24]2[CH:29]=[CH:28][C:27]([N:30]3[C:8]4[CH:13]=[CH:12][N:11]=[CH:10][C:9]=4[N:33]=[C:34]3[CH3:35])=[CH:26][CH:25]=2)=[C:9]1[C:37]([O:39][CH2:40][CH3:41])=[O:38] |f:1.2|. Procedure: A mixture of the (-)-cyanoethyl ester from (b), above, (271 mg, 0.566 mmol) and aqueous sodium hydroxide (2.54 ml, 0.55M, 1.40 mmol) in dioxane (7.5 ml) was stirred at room temperature under nitrogen for 1 hour. Hydrochloric acid (1.40 ml, 1M, 1.40 mmol) was added dropwise, and the mixture was concentrated under reduced pressure. The resulting yellow solid was suspended in water, filtered off, and dried in vacuo, to give the title compound, (200 mg, 81%).